This data is from the Open Reaction Database (ORD), a public repository of structured organic reaction records. The task is: describe an organic reaction: reactants, conditions, products, and yield The reactants are Compound B3, C(#N)C1=CC=C2C=3C(C4=C(C(C3NC2=C1)(C)C)C=C(C=C4)C(=O)O)=O (3-cyano-6,6-dimethyl-11-oxo-6,11-dihydro-5H-benzo[b]carbazol-8-carboxylic acid), O1CC(C1)N (oxetan-3-yl amine). Yields the product O1CC(C1)NC(=O)C=1C=CC2=C(C(C=3NC4=CC(=CC=C4C3C2=O)C#N)(C)C)C1 (3-Cyano-6,6-dimethyl-11-oxo-6,11-dihydro-5H-benzo[b]carbazol-8-carboxylic acid oxetan-3-yl amide). Reaction SMILES: [C:1]([C:3]1[CH:15]=[C:14]2[C:6]([C:7]3[C:8](=[O:25])[C:9]4[CH:21]=[CH:20][C:19]([C:22](O)=[O:23])=[CH:18][C:10]=4[C:11]([CH3:17])([CH3:16])[C:12]=3[NH:13]2)=[CH:5][CH:4]=1)#[N:2].[O:26]1[CH2:29][CH:28]([NH2:30])[CH2:27]1>>[O:26]1[CH2:29][CH:28]([NH:30][C:22]([C:19]2[CH:20]=[CH:21][C:9]3[C:8](=[O:25])[C:7]4[C:6]5[C:14](=[CH:15][C:3]([C:1]#[N:2])=[CH:4][CH:5]=5)[NH:13][C:12]=4[C:11]([CH3:16])([CH3:17])[C:10]=3[CH:18]=2)=[O:23])[CH2:27]1. Procedure details: Under the same conditions as the method for synthesizing Compound B3-15, the title compound was prepared from Compound B2-28 and oxetan-3-yl amine. Starting materials: Brc1cccnc1, C1CCOC1, CCOCC, [Li]CCCC, CC(C)(C)OC(=O)C1CCCN1C(=O)C(=O)c1cccc(Cl)c1. The product is CC(C)(C)OC(=O)C1CCCN1C(=O)C(O)(c1cccnc1)c1cccc(Cl)c1. RXN SMILES: [Br:24][c:25]1[cH:26][n:27][cH:28][cH:29][cH:30]1.[CH2:36]1[O:37][CH2:38][CH2:39][CH2:40]1.[CH2:41]([O:42][CH2:43][CH3:44])[CH3:45].[CH3:31][CH2:32][CH2:33][CH2:34][Li:35].[Cl:1][c:2]1[cH:3][c:4]([C:8]([C:9](=[O:10])[N:11]2[CH:12]([C:13](=[O:14])[O:15][C:16]([CH3:17])([CH3:18])[CH3:19])[CH2:20][CH2:21][CH2:22]2)=[O:23])[cH:5][cH:6][cH:7]1>>[Cl:1][c:2]1[cH:3][c:4]([C:8]([C:9](=[O:10])[N:11]2[CH:12]([C:13](=[O:14])[O:15][C:16]([CH3:17])([CH3:18])[CH3:19])[CH2:20][CH2:21][CH2:22]2)([OH:23])[c:25]2[cH:26][n:27][cH:28][cH:29][cH:30]2)[cH:5][cH:6][cH:7]1. Reactants: C1(CC1)S(=O)(=O)Cl (Cyclopropanesulfonyl chloride), N1CC(CCC1)C1=NNC=2C1=C1C(=NC2)NC=C1 (1-(piperidin-3-yl)-3,6-dihydropyrazolo[4,3-d]pyrrolo[2,3-b]pyridine). Run in N1=CC=CC=C1 (pyridine). Conditions: time 4 hour. The product is C1(CC1)S(=O)(=O)N1CC(CCC1)C1=NNC=2C1=C1C(=NC2)NC=C1 (1-(1-(cyclopropylsulfonyl)piperidin-3-yl)-3,6-dihydropyrazolo[4,3-d]pyrrolo[2,3-b]pyridine). Isolated yield 10.2%. Reaction SMILES: [CH:1]1([S:4](Cl)(=[O:6])=[O:5])[CH2:3][CH2:2]1.[NH:8]1[CH2:13][CH2:12][CH2:11][CH:10]([C:14]2[C:18]3=[C:19]4[CH:25]=[CH:24][NH:23][C:20]4=[N:21][CH:22]=[C:17]3[NH:16][N:15]=2)[CH2:9]1>N1C=CC=CC=1>[CH:1]1([S:4]([N:8]2[CH2:13][CH2:12][CH2:11][CH:10]([C:14]3[C:18]4=[C:19]5[CH:25]=[CH:24][NH:23][C:20]5=[N:21][CH:22]=[C:17]4[NH:16][N:15]=3)[CH2:9]2)(=[O:6])=[O:5])[CH2:3][CH2:2]1. Procedure details: Cyclopropanesulfonyl chloride (0.076, 0.54 mmol) was added to a solution of 1-(piperidin-3-yl)-3,6-dihydropyrazolo[4,3-d]pyrrolo[2,3-b]pyridine (0.13 g, 0.54 mmol) in pyridine (5 mL), and the mixture was stirred at room temperature for about 4 h. The solvent was removed in vacuo and the residue purified by RP-HPLC (Table 2, Method q) to yield 1-(1-(cyclopropylsulfonyl)piperidin-3-yl)-3,6-dihydropyrazolo[4,3-d]pyrrolo[2,3-b]pyridine (0.019 g, 0.055 mmol, 10%) as a white solid: LC/MS (Table 2, Met... Yield: 94.2%. Run at time 2 hour. Reactants: O.[OH-].[Li+] (Lithium hydroxide monohydrate), O (water), CN(C(OC(C)(C)C)=O)CC1=CC(=CC=C1)C(=O)OC (tert-butyl N-methyl-N-(3-(methyloxycarbonyl)benzyl)carbamate). Reported procedure: Lithium hydroxide monohydrate (420 mg, 10 mmol) and water (15 ml) were added to a solution of tert-butyl N-methyl-N-(3-(methyloxycarbonyl)benzyl)carbamate (1.6 g, 5.6 mmol) in dioxan (20 ml) and the mixture was stirred for 2 h. The dioxan was removed in vacuo and the residue was taken up in 0.3N potassium hydrogen sulphate. The mixture was extracted with ethyl acetate and the organic phase was washed with water and brine, dried and reduced to afford tert-butyl N-(3-carboxybenzyl)-N-methylcarbama... The product is C(=O)(O)C=1C=C(CN(C(OC(C)(C)C)=O)C)C=CC1 (tert-butyl N-(3-carboxybenzyl)-N-methylcarbamate). As a reaction SMILES: O.[OH-].[Li+].O.[CH3:5][N:6]([CH2:14][C:15]1[CH:20]=[CH:19][CH:18]=[C:17]([C:21]([O:23]C)=[O:22])[CH:16]=1)[C:7](=[O:13])[O:8][C:9]([CH3:12])([CH3:11])[CH3:10]>O1CCOCC1>[C:21]([C:17]1[CH:16]=[C:15]([CH:20]=[CH:19][CH:18]=1)[CH2:14][N:6]([CH3:5])[C:7](=[O:13])[O:8][C:9]([CH3:11])([CH3:12])[CH3:10])([OH:23])=[O:22] |f:0.1.2|. Run in O1CCOCC1 (dioxan). The reactants are [OH-].[Na+] (NaOH), NC=1C2=CC=CC=C2N=C2CCCC(C12)=O (9-amino-3,4-dihydroacridin-1(2H)-one), CI (CH3I). Reagents/catalysts: S(=O)(=O)(O)[O-].C(CCC)[N+](CCCC)(CCCC)CCCC (tetrabutylammonium hydrogensulfate). The solvent is ClCCl (dichloromethane). Conditions: time 0.5 hour. Yields the product CNC=1C2=CC=CC=C2N=C2CCCC(C12)=O (3,4-Dihydro-9-(methylamino)acridin-1(2H)-one). Isolated yield 70.0%. RXN SMILES: [OH-].[Na+].[NH2:3][C:4]1[C:5]2[C:10]([N:11]=[C:12]3[C:17]=1[C:16](=[O:18])[CH2:15][CH2:14][CH2:13]3)=[CH:9][CH:8]=[CH:7][CH:6]=2.[CH3:19]I>ClCCl.S([O-])(O)(=O)=O.C([N+](CCCC)(CCCC)CCCC)CCC>[CH3:19][NH:3][C:4]1[C:5]2[C:10]([N:11]=[C:12]3[C:17]=1[C:16](=[O:18])[CH2:15][CH2:14][CH2:13]3)=[CH:9][CH:8]=[CH:7][CH:6]=2 |f:0.1,5.6|. Procedure: In 150 ml of dichloromethane and 100 ml of 50% NaOH were added 5.00 g of 9-amino-3,4-dihydroacridin-1(2H)-one and 0.80 g (0.1 eq) of tetrabutylammonium hydrogensulfate. The biphasic mixture was mechanically stirred for 0.5 hour and thereafter 4.4 ml (3 eq) of CH3I was added. The reaction mixture was stirred overnight. Analysis of the reaction mixture indicated that the starting material was completely consumed. The reaction mixture was poured into cold water and the dichloromethane layer was eva... Reaction SMILES: [CH2:35]([Cl:36])[Cl:37].[F:1][c:2]1[cH:3][c:4]([N+:21](=[O:22])[O-:23])[cH:5][c:6](-[c:8]2[cH:9][c:10]3[c:11]([cH:12][cH:13]2)[NH:14][C:15]([CH3:16])([CH3:17])[CH:18]=[C:19]3[CH3:20])[cH:7]1.[I:24][c:25]1[cH:26][c:27]([NH2:34])[cH:28][c:29]([N+:30]([O-:31])=[O:32])[cH:33]1>>[F:1][c:2]1[cH:3][c:4]([N+:21](=[O:22])[O-:23])[cH:5][c:6]([I:24])[cH:7]1. Yields the product O=[N+]([O-])c1cc(F)cc(I)c1. Reactants: ClCCl, CC1=CC(C)(C)Nc2ccc(-c3cc(F)cc([N+](=O)[O-])c3)cc21, Nc1cc(I)cc([N+](=O)[O-])c1. Reactants: COC(=O)C1C2CCCC(CC1)(O2)C2=NC=1N(C(N(C(C1N2)=O)CCC)=O)CCC (5-(2,6-Dioxo-1,3-dipropyl-2,3,6,7-tetrahydro-1H-purin-8-yl)-9-oxa-bicyclo[3.3.1]nonane-2-carboxylic acid methyl ester). Solvent: CO (MeOH). Run at time 8 hour. Product: O=C1N(C(C=2NC(=NC2N1CCC)C12CCC(C(CCC1)O2)C(=O)O)=O)CCC (5-(2,6-Dioxo-1,3-dipropyl-2,3,6,7-tetrahydro-1H-purin-8-yl)-9-oxa-bicyclo[3.3.1]nonane-2-carboxylic acid). RXN SMILES: C[O:2][C:3]([CH:5]1[CH2:12][CH2:11][C:10]2([C:14]3[NH:22][C:21]4[C:20](=[O:23])[N:19]([CH2:24][CH2:25][CH3:26])[C:18](=[O:27])[N:17]([CH2:28][CH2:29][CH3:30])[C:16]=4[N:15]=3)[O:13][CH:6]1[CH2:7][CH2:8][CH2:9]2)=[O:4]>CO>[O:27]=[C:18]1[N:17]([CH2:28][CH2:29][CH3:30])[C:16]2[N:15]=[C:14]([C:10]34[O:13][CH:6]([CH2:7][CH2:8][CH2:9]3)[CH:5]([C:3]([OH:4])=[O:2])[CH2:12][CH2:11]4)[NH:22][C:21]=2[C:20](=[O:23])[N:19]1[CH2:24][CH2:25][CH3:26]. Procedure: 5-(2,6-Dioxo-1,3-dipropyl-2,3,6,7-tetrahydro-1H-purin-8-yl)-9-oxa-bicyclo[3.3.1]nonane-2-carboxylic acid methyl ester (50 mg, from step 2) was taken in MeOH (5 ml) LiOH (15 mg) was added and stirred at rt overnight. Next day MeOH was removed under reduced pressure, diluted with water and extracted with ethyl acetate. Aqueous layer was acidified with 1N HCl, extracted with ethyl acetate (3×25 ml). Combined organic layer was washed with brine, and dried over Na2SO4. Concentration of the solvent ga...